Task: describe an organic reaction: reactants, conditions, products, and yield. Dataset: the Open Reaction Database (ORD), a public repository of structured organic reaction records Starting materials: CC=1C=C(C=O)C=C(C1O)C (3,5-dimethyl-4-hydroxybenzaldehyde), C(C)(=O)[O-].[NH4+] (ammonium acetate), [N+](=O)([O-])C (nitromethane). Conditions: temperature 45 celsius, time 5 hour. Product: CC1=C(C(=CC(=C1)C=C[N+](=O)[O-])C)O (2,6-dimethyl-4-(2-nitrovinyl)phenol). The yield is 94.0%. RXN SMILES: [CH3:1][C:2]1[CH:3]=[C:4]([CH:7]=[C:8]([CH3:11])[C:9]=1[OH:10])[CH:5]=O.C([O-])(=O)C.[NH4+].[N+:17]([CH3:20])([O-:19])=[O:18]>>[CH3:1][C:2]1[CH:3]=[C:4]([CH:5]=[CH:20][N+:17]([O-:19])=[O:18])[CH:7]=[C:8]([CH3:11])[C:9]=1[OH:10] |f:1.2|. Procedure: Commercially available 3,5-dimethyl-4-hydroxybenzaldehyde (1.50 g, 10.0 mmol), ammonium acetate (850 mg, 11.0 mmol), and nitromethane (7.00 mL) were mixed, and the mixture was stirred at 45° C. for 5 hours. Then, the reaction mixture was filtered through Celite, and the filtrate was concentrated under reduced pressure to give 2,6-dimethyl-4-(2-nitrovinyl)phenol (1.82 g, yield 94%). This compound (1.82 g, 9.42 mmol) was dissolved in THF (60.0 mL), then lithium aluminum hydride (1.14 g, 30.0 mmol)... The reactants are N1(CCOCC1)CCOC1=CC=C(C=O)C=C1 (4-[2-(4-morpholinyl)-ethoxy]-benzaldehyde), C(#C)[Mg]Cl (ethynylmagnesium chloride). Run in C1CCOC1 (THF). The product is OC(C#C)C1=CC=C(C=C1)OCCN1CCOCC1 (3-Hydroxy-3-[4-[2-(4-morpholinyl)-ethoxy]-phenyl]-1-propyne). RXN SMILES: [N:1]1([CH2:7][CH2:8][O:9][C:10]2[CH:17]=[CH:16][C:13]([CH:14]=[O:15])=[CH:12][CH:11]=2)[CH2:6][CH2:5][O:4][CH2:3][CH2:2]1.[C:18]([Mg]Cl)#[CH:19]>C1COCC1>[OH:15][CH:14]([C:13]1[CH:16]=[CH:17][C:10]([O:9][CH2:8][CH2:7][N:1]2[CH2:2][CH2:3][O:4][CH2:5][CH2:6]2)=[CH:11][CH:12]=1)[C:18]#[CH:19]. Reported procedure: 3-Hydroxy-3-[4-[2-(4-morpholinyl)-ethoxy]-phenyl]-1-propyne was prepared according to Method A above from 4-[2-(4-morpholinyl)-ethoxy]-benzaldehyde (0.630 g, 2.68 mmol) (see below) in THF (20 mL) and ethynylmagnesium chloride (3.0 mmol, 6 mL, 0.5M solution in tetrahydrofuran) (Aldrich). (Yield 492 mg, 70%). Reactants: OC1=CC2=C(C(CO2)=O)C=C1 (6-hydroxybenzofuran-3(2H)-one), C(C)(C)(C)OC(=O)N1CCNCC1 (1-tert-butoxycarbonylpiperazine), C=O (formaldehyde). The solvent is C(C)O (ethanol). Run at time 8 hour. The product is OC1=C(C2=C(C(CO2)=O)C=C1)CN1CCN(CC1)C(=O)OC(C)(C)C (tert-butyl 4-[(6-hydroxy-3-oxo-2,3-dihydrobenzofuran-7-yl)methyl]piperazine-1-carboxylate). The yield is 50.4%. Reaction SMILES: [OH:1][C:2]1[CH:11]=[CH:10][C:5]2[C:6](=[O:9])[CH2:7][O:8][C:4]=2[CH:3]=1.[C:12]([O:16][C:17]([N:19]1[CH2:24][CH2:23][NH:22][CH2:21][CH2:20]1)=[O:18])([CH3:15])([CH3:14])[CH3:13].[CH2:25]=O>C(O)C>[OH:1][C:2]1[CH:11]=[CH:10][C:5]2[C:6](=[O:9])[CH2:7][O:8][C:4]=2[C:3]=1[CH2:25][N:22]1[CH2:23][CH2:24][N:19]([C:17]([O:16][C:12]([CH3:15])([CH3:13])[CH3:14])=[O:18])[CH2:20][CH2:21]1. Reported procedure: A solution of 6-hydroxybenzofuran-3(2H)-one (3.00 g, 20.0 mmol) in ethanol (20 mL) was added with 1-tert-butoxycarbonylpiperazine (3.73 g, 20.0 mmol), and 37% aqueous formaldehyde (1.62 g, 20.0 mmol) at room temperature. The mixture was stirred overnight at room temperature, and then subjected to suction filtration, and the filtrate was concentrated. Crude product obtained by silica gel column chromatography (hexane/ethyl acetate) was recrystallized from ethyl acetate to obtain the objective ter... Starting materials: O=C(Nc1ccc2c(c1)CCNC2)c1ccccc1-c1ccc(C(F)(F)F)cc1, ClCCl, CCN=C=NCCCN(C)C, CCOC(C)=O, Cl, O=C(O)Cc1cccs1. The product is O=C(Nc1ccc2c(c1)CCN(C(=O)Cc1cccs1)C2)c1ccccc1-c1ccc(C(F)(F)F)cc1. RXN SMILES: [CH2:1]1[NH:2][CH2:3][CH2:4][c:5]2[cH:6][c:7]([NH:11][C:12](=[O:13])[c:14]3[c:15](-[c:20]4[cH:21][cH:22][c:23]([C:26]([F:27])([F:28])[F:29])[cH:24][cH:25]4)[cH:16][cH:17][cH:18][cH:19]3)[cH:8][cH:9][c:10]21.[CH2:57]([Cl:58])[Cl:59].[CH3:40][N:41]([CH3:42])[CH2:43][CH2:44][CH2:45][N:46]=[C:47]=[N:48][CH2:49][CH3:50].[CH3:51][CH2:52][O:53][C:54](=[O:55])[CH3:56].[ClH:39].[s:30]1[c:31]([CH2:35][C:36](=[O:37])[OH:38])[cH:32][cH:33][cH:34]1>>[CH2:1]1[N:2]([C:36]([CH2:35][c:31]2[s:30][cH:34][cH:33][cH:32]2)=[O:37])[CH2:3][CH2:4][c:5]2[cH:6][c:7]([NH:11][C:12](=[O:13])[c:14]3[c:15](-[c:20]4[cH:21][cH:22][c:23]([C:26]([F:27])([F:28])[F:29])[cH:24][cH:25]4)[cH:16][cH:17][cH:18][cH:19]3)[cH:8][cH:9][c:10]21. Starting materials: C(C)(C)(C)OC(NCC=1C=CC2=C(SC(=C2)C2=NC(=NC=C2)NCCCN2CCN(CC2)C)C1)=O ((2-{2-[3-(4-methylpiperazin-1-yl)-propylamino]-pyrimidin-4-yl}-benzo[b]thiophen-6-ylmethyl)-carbamic acid tert-butyl ester), ClC1=NC=C(C(=N1)C1=CC2=C(S1)C=C(C=C2)C#N)Cl (2-(2,5-dichloropyrimidin-4-yl)benzo[b]thiophene-6-carbonitrile), NCCCN1CCN(CC1)C (1-(3-aminopropyl)-4-methylpiperazine). The product is ClC=1C(=NC(=NC1)NCCCN1CCN(CC1)C)C1=CC2=C(S1)C=C(C=C2)C#N (2-{5-chloro-2-[3-(4-methylpiperazin-1-yl)-propylamino]-pyrimidin-4-yl}-benzo[b]thiophene-6-carbonitrile). RXN SMILES: C(OC(=O)[NH:7][CH2:8][C:9]1[CH:10]=[CH:11][C:12]2[CH:16]=[C:15]([C:17]3[CH:22]=[CH:21][N:20]=[C:19]([NH:23][CH2:24][CH2:25][CH2:26][N:27]4[CH2:32][CH2:31][N:30]([CH3:33])[CH2:29][CH2:28]4)[N:18]=3)[S:14][C:13]=2[CH:34]=1)(C)(C)C.[Cl:36]C1N=C(C2SC3C=C(C#N)C=CC=3C=2)C(Cl)=CN=1.NCCCN1CCN(C)CC1>>[Cl:36][C:22]1[C:17]([C:15]2[S:14][C:13]3[CH:34]=[C:9]([C:8]#[N:7])[CH:10]=[CH:11][C:12]=3[CH:16]=2)=[N:18][C:19]([NH:23][CH2:24][CH2:25][CH2:26][N:27]2[CH2:32][CH2:31][N:30]([CH3:33])[CH2:29][CH2:28]2)=[N:20][CH:21]=1. Reported procedure: Using the method of (2-{2-[3-(4-methylpiperazin-1-yl)-propylamino]-pyrimidin-4-yl}-benzo[b]thiophen-6-ylmethyl)-carbamic acid tert-butyl ester, the title compound is synthesized from 2-(2,5-dichloropyrimidin-4-yl)benzo[b]thiophene-6-carbonitrile and 1-(3-aminopropyl)-4-methylpiperazine and isolated as a solid. ES+(m/z) 427 (35Cl) and 429 (37Cl) [M+H]. The product is Cc1ncnn1-c1ccc(Nc2nc3n(n2)CCC(=O)CC3c2ccc(F)cc2)cc1F. As a reaction SMILES: [CH2:40]1[O:41][CH2:42][CH2:43][CH2:44]1.[F:7][c:8]1[cH:9][c:10]([NH:20][c:21]2[n:22][n:23]3[c:24]([n:38]2)[CH:25]([c:31]2[cH:32][cH:33][c:34]([F:37])[cH:35][cH:36]2)[CH2:26][C:27](=[CH2:30])[CH2:28][CH2:29]3)[cH:11][cH:12][c:13]1-[n:14]1[n:15][cH:16][n:17][c:18]1[CH3:19].[I+3:1]([O-:2])([O-:3])([O-:4])[O-:5].[Na+:6].[OH2:39]>>[O:2]=[C:27]1[CH2:26][CH:25]([c:31]2[cH:32][cH:33][c:34]([F:37])[cH:35][cH:36]2)[c:24]2[n:23]([n:22][c:21]([NH:20][c:10]3[cH:9][c:8]([F:7])[c:13](-[n:14]4[n:15][cH:16][n:17][c:18]4[CH3:19])[cH:12][cH:11]3)[n:38]2)[CH2:29][CH2:28]1. The reactants are C1CCOC1, C=C1CCn2nc(Nc3ccc(-n4ncnc4C)c(F)c3)nc2C(c2ccc(F)cc2)C1, [O-][I+3]([O-])([O-])[O-], [Na+], O. The reactants are O=C1C2CCCC(C(=O)N1c1ccc(OC(F)(F)F)cc1)N2Cc1ccccc1, CCOC(C)=O, CCO. Yields the product O=C1C2CCCC(N2)C(=O)N1c1ccc(OC(F)(F)F)cc1. As a reaction SMILES: [CH2:1]([c:2]1[cH:3][cH:4][cH:5][cH:6][cH:7]1)[N:8]1[CH:9]2[C:10](=[O:29])[N:11]([c:18]3[cH:19][cH:20][c:21]([O:24][C:25]([F:26])([F:27])[F:28])[cH:22][cH:23]3)[C:12](=[O:17])[CH:13]1[CH2:14][CH2:15][CH2:16]2.[CH3:30][CH2:31][O:32][C:33](=[O:34])[CH3:35].[CH3:36][CH2:37][OH:38]>>[NH:8]1[CH:9]2[C:10](=[O:29])[N:11]([c:18]3[cH:19][cH:20][c:21]([O:24][C:25]([F:26])([F:27])[F:28])[cH:22][cH:23]3)[C:12](=[O:17])[CH:13]1[CH2:14][CH2:15][CH2:16]2. Reactants: C(=O)([O-])[O-].[K+].[K+].CN(C)C=O (K2CO3 DMF), COC1=CC=C(CCl)C=C1 (4-methoxybenzyl chloride), C(#N)C=1C=C(C(=O)NC2=C(C=CC=C2)O)C=CC1 (N1-(3-cyanobenzoyl)-2-hydroxyaniline). Product: C(#N)C=1C=C(C(=O)NC2=C(C=CC=C2)OCC2=CC=C(C=C2)OC)C=CC1 (N-(3-cyanobenzoyl)-2-[(4-methoxybenzyl)oxy]aniline), solid. Isolated yield 27.0%. RXN SMILES: [CH3:1][O:2][C:3]1[CH:10]=[CH:9][C:6]([CH2:7]Cl)=[CH:5][CH:4]=1.[C:11]([C:13]1[CH:14]=[C:15]([CH:26]=[CH:27][CH:28]=1)[C:16]([NH:18][C:19]1[CH:24]=[CH:23][CH:22]=[CH:21][C:20]=1[OH:25])=[O:17])#[N:12].C([O-])([O-])=O.[K+].[K+].CN(C=O)C>>[C:11]([C:13]1[CH:14]=[C:15]([CH:26]=[CH:27][CH:28]=1)[C:16]([NH:18][C:19]1[CH:24]=[CH:23][CH:22]=[CH:21][C:20]=1[O:25][CH2:7][C:6]1[CH:9]=[CH:10][C:3]([O:2][CH3:1])=[CH:4][CH:5]=1)=[O:17])#[N:12] |f:2.3.4.5|. Procedure: Using a procedure similar to Example 32A except starting from 4-methoxybenzyl chloride and N1-(3-cyanobenzoyl)-2-hydroxyaniline and using K2CO3/DMF in place of potassium t-butoxide/THF, the title compound was obtained as a solid (27%); MS(FD): 359. Starting materials: C[Si](C)(C)[N-][Si](C)(C)C.[K+] (potassium bis(trimethylsilyl)amide), solution, OC(CN(C(OCC1=CC=CC=C1)=O)CC1=C(C=CC(=C1)C(F)(F)F)C1=C(C=CC(=C1)C(C)C)OC)C1=NC=CC=C1 (benzyl (2-hydroxy-2-pyridin-2-ylethyl){[5′-isopropyl-2′-methoxy-4-(trifluoromethyl)biphenyl-2-yl]methyl}carbamate). Solvent: C1(=CC=CC=C1)C (toluene), C1CCOC1 (THF). Conditions: time 1 hour. Yields the product C(C)(C)C=1C=CC(=C(C1)C1=C(C=C(C=C1)C(F)(F)F)CN1C(OC(C1)C1=NC=CC=C1)=O)OC (3-{[5′-isopropyl-2′-methoxy-4-(trifluoromethyl)biphenyl-2-yl]methyl}-5-pyridin-2-yl-1,3-oxazolidin-2-one). Reaction SMILES: C[Si]([N-][Si](C)(C)C)(C)C.[K+].[OH:11][CH:12]([C:47]1[CH:52]=[CH:51][CH:50]=[CH:49][N:48]=1)[CH2:13][N:14]([CH2:25][C:26]1[CH:31]=[C:30]([C:32]([F:35])([F:34])[F:33])[CH:29]=[CH:28][C:27]=1[C:36]1[CH:41]=[C:40]([CH:42]([CH3:44])[CH3:43])[CH:39]=[CH:38][C:37]=1[O:45][CH3:46])[C:15](=[O:24])OCC1C=CC=CC=1>C1(C)C=CC=CC=1.C1COCC1>[CH:42]([C:40]1[CH:39]=[CH:38][C:37]([O:45][CH3:46])=[C:36]([C:27]2[CH:28]=[CH:29][C:30]([C:32]([F:33])([F:35])[F:34])=[CH:31][C:26]=2[CH2:25][N:14]2[CH2:13][CH:12]([C:47]3[CH:52]=[CH:51][CH:50]=[CH:49][N:48]=3)[O:11][C:15]2=[O:24])[CH:41]=1)([CH3:43])[CH3:44] |f:0.1|. Reported procedure: A solution of potassium bis(trimethylsilyl)amide (464 μL of a 0.5M solution in toluene, 0.232 mmol) was added dropwise to a stirred solution of benzyl (2-hydroxy-2-pyridin-2-ylethyl){[5′-isopropyl-2′-methoxy-4-(trifluoromethyl)biphenyl-2-yl]methyl}carbamate (134.3 mg, 0.232 mmol) in dry THF (10 mL) at room temperature under N2. After stirring at room temperature for 1 h, the reaction was quenched with saturated NH4Cl (10 mL) and extracted with EtOAc (3×20 mL). The combined extracts were dried (N... The reactants are [H-].C(C(C)C)[Al+]CC(C)C (diisobutylaluminum hydride), FC1=CC=C(C=C1)C(=C(C(=O)OCC)N1N=NN=C1C1=CC=CC=C1)C1=CC=C(C=C1)F (ethyl 3,3-bis-(4-fluorophenyl)-2-(5-phenyl-1H-tetrazol-1-yl)-2-propenoate), [H-].C(C(C)C)[Al+]CC(C)C (diisobutylaluminum hydride). Solvent: C(Cl)Cl (methylene chloride), C(Cl)Cl (methylene chloride), C(Cl)Cl (methylene chloride). Reaction conditions: temperature -80 celsius, time 10 minute. Yields the product FC1=CC=C(C=C1)C(=C(CO)N1N=NN=C1C1=CC=CC=C1)C1=CC=C(C=C1)F (3,3-Bis(4-fluorophenyl)-2-(5-phenyl-1H-tetrazol-1-yl)-2-propenol). The yield is 100.0%. Reaction SMILES: [F:1][C:2]1[CH:7]=[CH:6][C:5]([C:8]([C:26]2[CH:31]=[CH:30][C:29]([F:32])=[CH:28][CH:27]=2)=[C:9]([N:15]2[C:19]([C:20]3[CH:25]=[CH:24][CH:23]=[CH:22][CH:21]=3)=[N:18][N:17]=[N:16]2)[C:10](OCC)=[O:11])=[CH:4][CH:3]=1.[H-].C([Al+]CC(C)C)C(C)C>C(Cl)Cl>[F:1][C:2]1[CH:7]=[CH:6][C:5]([C:8]([C:26]2[CH:27]=[CH:28][C:29]([F:32])=[CH:30][CH:31]=2)=[C:9]([N:15]2[C:19]([C:20]3[CH:25]=[CH:24][CH:23]=[CH:22][CH:21]=3)=[N:18][N:17]=[N:16]2)[CH2:10][OH:11])=[CH:4][CH:3]=1 |f:1.2|. Reported procedure: To a solution of 3.5 g (8.2 mmoles) of ethyl 3,3-bis-(4-fluorophenyl)-2-(5-phenyl-1H-tetrazol-1-yl)-2-propenoate in 75 mL of dry methylene chloride at -80° C. under argon was added dropwise 18 mL (1.OM. 18 mmoles) of diisobutylaluminum hydride in methylene chloride. The clear solution was stirred at -80° C. for 10 minutes then monitored by TLC. An additional 5 mL of diisobutylaluminum hydride in methylene chloride was added to the mixture and stirring was continued for 30 minutes. The reaction m...